describe an organic reaction: reactants, conditions, products, and yield From a dataset of the Open Reaction Database (ORD), a public repository of structured organic reaction records. Starting materials: CS(=O)(=O)Cl, OC1CC=CC1, ClCCl, c1ccncc1. Product: CS(=O)(=O)OC1CC=CC1. Reaction SMILES: [CH3:13][S:14]([Cl:15])(=[O:16])=[O:17].[CH:1]1([OH:6])[CH2:2][CH:3]=[CH:4][CH2:5]1.[Cl:18][CH2:19][Cl:20].[cH:7]1[cH:8][cH:9][n:10][cH:11][cH:12]1>>[CH:1]1([O:6][S:14]([CH3:13])(=[O:16])=[O:17])[CH2:2][CH:3]=[CH:4][CH2:5]1. Starting materials: C(C(=C)C)(=O)NCCN (N′-methacryloyl-ethylenediamine), Cl (HCl). Solvent: C(C)(=O)OCC (ethyl acetate). Product: Cl.C(C(=C)C)(=O)NCCN (N′-methacryloyl-ethylenediamine monohydrochloride). RXN SMILES: [C:1]([NH:6][CH2:7][CH2:8][NH2:9])(=[O:5])[C:2]([CH3:4])=[CH2:3].[ClH:10]>C(OCC)(=O)C>[ClH:10].[C:1]([NH:6][CH2:7][CH2:8][NH2:9])(=[O:5])[C:2]([CH3:4])=[CH2:3] |f:3.4|. Reported procedure: N-t-BOC, N′-methyl, N′-methacryloyl-ethylenediamine (2.5 mmol, 0.61 g) was stirred in a solution of 3M HCl in ethyl acetate (2.5 cm3) at room temperature for 30 min. The solution was then conc. in vacuo to give the intermediate N-methyl, N′-methacryloyl-ethylenediamine monohydrochloride as a clear yellow oil. This intermediate (2.5 mmol) was then stirred at room temperature in 2M NaOH (3 cm3) for 10 min. The reaction mixture was cooled to 0° C., and to this, was then added a solution of acryloyl...